Dataset: the Open Reaction Database (ORD), a public repository of structured organic reaction records. Task: describe an organic reaction: reactants, conditions, products, and yield The reactants are CC(=O)O, [H][H], CC(C)(C)c1ccc(S(=O)(=O)Nc2c(-c3ccc4c(c3)OCO4)c(OCCO)nn2Cc2ccccc2)cc1. Product: CC(C)(C)c1ccc(S(=O)(=O)Nc2[nH]nc(OCCO)c2-c2ccc3c(c2)OCO3)cc1. Reaction SMILES: [CH3:42][C:43](=[O:44])[OH:45].[H:40][H:41].[O:1]1[CH2:2][O:3][c:4]2[c:5]1[cH:6][cH:7][c:8](-[c:10]1[c:11]([O:36][CH2:37][CH2:38][OH:39])[n:12][n:13]([CH2:29][c:30]3[cH:31][cH:32][cH:33][cH:34][cH:35]3)[c:14]1[NH:15][S:16](=[O:17])(=[O:18])[c:19]1[cH:20][cH:21][c:22]([C:25]([CH3:26])([CH3:27])[CH3:28])[cH:23][cH:24]1)[cH:9]2>>[O:1]1[CH2:2][O:3][c:4]2[c:5]1[cH:6][cH:7][c:8](-[c:10]1[c:11]([O:36][CH2:37][CH2:38][OH:39])[n:12][nH:13][c:14]1[NH:15][S:16](=[O:17])(=[O:18])[c:19]1[cH:20][cH:21][c:22]([C:25]([CH3:26])([CH3:27])[CH3:28])[cH:23][cH:24]1)[cH:9]2. The reactants are O=C(Cl)c1ccc(C2CCCN2C(=O)OCc2ccccc2)cc1F, ClCCl, COC(=O)c1cccc(N)c1O, c1ccncc1. The product is COC(=O)c1cccc(NC(=O)c2ccc(C3CCCN3C(=O)OCc3ccccc3)cc2F)c1O. RXN SMILES: [Cl:19][C:20](=[O:21])[c:22]1[c:23]([F:43])[cH:24][c:25]([CH:28]2[N:29]([C:33](=[O:34])[O:35][CH2:36][c:37]3[cH:38][cH:39][cH:40][cH:41][cH:42]3)[CH2:30][CH2:31][CH2:32]2)[cH:26][cH:27]1.[Cl:44][CH2:45][Cl:46].[NH2:1][c:2]1[c:3]([OH:12])[c:4]([C:5](=[O:6])[O:7][CH3:8])[cH:9][cH:10][cH:11]1.[cH:13]1[cH:14][cH:15][n:16][cH:17][cH:18]1>>[NH:1]([c:2]1[c:3]([OH:12])[c:4]([C:5](=[O:6])[O:7][CH3:8])[cH:9][cH:10][cH:11]1)[C:20](=[O:21])[c:22]1[c:23]([F:43])[cH:24][c:25]([CH:28]2[N:29]([C:33](=[O:34])[O:35][CH2:36][c:37]3[cH:38][cH:39][cH:40][cH:41][cH:42]3)[CH2:30][CH2:31][CH2:32]2)[cH:26][cH:27]1. The reactants are Cl.CN(CCCN=C=NCC)C (1-(3-dimethylaminopropyl)-3-ethylcarbodiimide hydrochloride), [Si](C)(C)(C(C)(C)C)OC[C@@H](CCC=1C=NC=CC1)O ((2R)-1-(tert-butyldimethylsilyloxy)-4-(3-pyridyl)-2-butanol), C(C1=CC=CC=C1)(=O)O (benzoic acid). The reagents and catalysts are CN(C1=CC=NC=C1)C (4-dimethylaminopyridine). Run in ClCCl (dichloromethane). Run at time 20 hour. The product is C(C1=CC=CC=C1)(=O)O[C@@H](CO)CCC=1C=NC=CC1 ((2R)-2-(Benzoyloxy)-4-(3-pyridyl)-1-butanol). The yield is 94.8%. Reaction SMILES: Cl.CN(C)CCCN=C=NCC.[Si]([O:20][CH2:21][C@H:22]([OH:31])[CH2:23][CH2:24][C:25]1[CH:26]=[N:27][CH:28]=[CH:29][CH:30]=1)(C(C)(C)C)(C)C.[C:32](O)(=[O:39])[C:33]1[CH:38]=[CH:37][CH:36]=[CH:35][CH:34]=1>CN(C)C1C=CN=CC=1.ClCCl>[C:32]([O:31][C@H:22]([CH2:23][CH2:24][C:25]1[CH:26]=[N:27][CH:28]=[CH:29][CH:30]=1)[CH2:21][OH:20])(=[O:39])[C:33]1[CH:38]=[CH:37][CH:36]=[CH:35][CH:34]=1 |f:0.1|. Procedure details: Solid 1-(3-dimethylaminopropyl)-3-ethylcarbodiimide hydrochloride (2.01 g) was added to a stirring solution of (2R)-1-(tert-butyldimethylsilyloxy)-4-(3-pyridyl)-2-butanol (1.97 g), benzoic acid (1.28 g) and 4-dimethylaminopyridine (0.85 g) in dichloromethane (50 ml) and the resulting solution stirred at room temperature for 20 hours. The solution was then concentrated under reduced pressure and the residue dissolved in acetonitrile (30 ml). Aqueous hydrofluoric acid (40%, 3 ml) was added and the... Starting materials: solid, Cl.O1COC2=C1C=CC=C2C2CCN(CC2)CC[C@@H]2CC[C@H](CC2)N (Trans-4-[2-(4-Benzo[1,3]dioxol-4-yl-piperidin-1-yl)-ethyl]-cyclohexylamine hydrochloride), Cl.O1COC2=C1C=CC=C2C2CCN(CC2)CC[C@@H]2CC[C@H](CC2)N (Trans-4-[2-(4-Benzo[1,3]dioxol-4-yl-piperidin-1-yl)-ethyl]-cyclohexylamine hydrochloride), OC1(CC1)C(=O)O (1-hydroxycyclopropanecarboxylic acid). Product: O1COC2=C1C=CC=C2C2CCN(CC2)CC[C@@H]2CC[C@H](CC2)NC(=O)C2(CC2)O (1-Hydroxy-cyclopropanecarboxylic acid-trans-{4-[2-(4-benzo[1,3]dioxol-4-yl-piperidin-1-yl)-ethyl]-cyclohexyl}-amide). RXN SMILES: Cl.[O:2]1[C:6]2[CH:7]=[CH:8][CH:9]=[C:10]([CH:11]3[CH2:16][CH2:15][N:14]([CH2:17][CH2:18][C@H:19]4[CH2:24][CH2:23][C@H:22]([NH2:25])[CH2:21][CH2:20]4)[CH2:13][CH2:12]3)[C:5]=2[O:4][CH2:3]1.[OH:26][C:27]1([C:30](O)=[O:31])[CH2:29][CH2:28]1>>[O:2]1[C:6]2[CH:7]=[CH:8][CH:9]=[C:10]([CH:11]3[CH2:16][CH2:15][N:14]([CH2:17][CH2:18][C@H:19]4[CH2:20][CH2:21][C@H:22]([NH:25][C:30]([C:27]5([OH:26])[CH2:29][CH2:28]5)=[O:31])[CH2:23][CH2:24]4)[CH2:13][CH2:12]3)[C:5]=2[O:4][CH2:3]1 |f:0.1|. Procedure details: The title compound, white solid (18.3 mg, 64.8%), MS (ISP) m/z=415.2 [(M+H)+], was prepared in accordance with the general method of example 1 from Trans-4-[2-(4-Benzo[1,3]dioxol-4-yl-piperidin-1-yl)-ethyl]-cyclohexylamine hydrochloride (intermediate A) (25 mg, 0.0681 mmol) and 1-hydroxycyclopropanecarboxylic acid. Reactants: S1C(=CC=C1)C1=NNC=C1C(=O)OCC (ethyl 3-(2-thienyl)-1H-pyrazole-4-caboxylate), ClCC1=CC=C(OCC=2N=C(OC2C)C2=CC=CC=C2)C=C1 (4-(4-chloromethylphenoxy)methyl-5-methyl-2-phenyloxazole), C([O-])([O-])=O.[K+].[K+] (potassium carbonate), CN(C=O)C (N,N-dimethylformamide). The solvent is O (water). Conditions: temperature 80 celsius, time 8 hour. The product is CC1=C(N=C(O1)C1=CC=CC=C1)COC1=CC=C(CN2N=C(C(=C2)C(=O)OCC)C=2SC=CC2)C=C1 (ethyl 1-[4-(5-methyl-2-phenyl-4-oxazolylmethoxy)benzyl]-3-(2-thienyl)-1H-pyrazole-4-carboxylate). Isolated yield 86.5%. RXN SMILES: [S:1]1[CH:5]=[CH:4][CH:3]=[C:2]1[C:6]1[C:10]([C:11]([O:13][CH2:14][CH3:15])=[O:12])=[CH:9][NH:8][N:7]=1.Cl[CH2:17][C:18]1[CH:37]=[CH:36][C:21]([O:22][CH2:23][C:24]2[N:25]=[C:26]([C:30]3[CH:35]=[CH:34][CH:33]=[CH:32][CH:31]=3)[O:27][C:28]=2[CH3:29])=[CH:20][CH:19]=1.C(=O)([O-])[O-].[K+].[K+].CN(C)C=O>O>[CH3:29][C:28]1[O:27][C:26]([C:30]2[CH:31]=[CH:32][CH:33]=[CH:34][CH:35]=2)=[N:25][C:24]=1[CH2:23][O:22][C:21]1[CH:20]=[CH:19][C:18]([CH2:17][N:8]2[CH:9]=[C:10]([C:11]([O:13][CH2:14][CH3:15])=[O:12])[C:6]([C:2]3[S:1][CH:5]=[CH:4][CH:3]=3)=[N:7]2)=[CH:37][CH:36]=1 |f:2.3.4|. Procedure details: A mixture of ethyl 3-(2-thienyl)-1H-pyrazole-4-caboxylate (10.23 g), 4-(4-chloromethylphenoxy)methyl-5-methyl-2-phenyloxazole (14.66 g), potassium carbonate (13.09 g), and N,N-dimethylformamide (100 ml) was stirred at 80° C. for 8 hours. The reaction mixture was poured into water, and extracted with ethyl acetate. The ethyl acetate layer was washed with saturated aqueous sodium chloride solution, dried (MgSO4), and concentrated. The residue was subjected to silica gel column chromatography to ob... The reactants are ClC1=CC=C2C=CC(=NC2=C1)C=CC=1C=C(C=CC1)[C@H](CCC1=C(C=CC=C1)[C@H](C(=O)OCC[Si](C)(C)C)CC)SCCCC(C)(C)O (2-(Trimethylsilyl)ethyl 2(R)-(2-(3(S)-(3-(2-(7-chloro-2-quinolinyl)ethenyl)phenyl)-3-((4-hydroxy-4-methylpentyl)thio)propyl)-phenyl)butanoate), [N+](CCCC)(CCCC)(CCCC)CCCC.[F-] (nBu4NF). Run in C1CCOC1 (THF). Run at temperature 50 celsius, time 1 hour. Product: ClC1=CC=C2C=CC(=NC2=C1)C=CC=1C=C(C=CC1)[C@H](CCC1=C(C=CC=C1)[C@H](C(=O)O)CC)SCCCC(C)(C)O (2(R)-(2-(3(S)-(3-(2-(7-chloro-2-quinolinyl)ethenyl)phenyl)-3-((4-hydroxy-4-methylpentyl)thio)propyl)phenyl)butanoic acid). The yield is 10.0%. RXN SMILES: [Cl:1][C:2]1[CH:11]=[C:10]2[C:5]([CH:6]=[CH:7][C:8]([CH:12]=[CH:13][C:14]3[CH:15]=[C:16]([C@@H:20]([S:41][CH2:42][CH2:43][CH2:44][C:45]([OH:48])([CH3:47])[CH3:46])[CH2:21][CH2:22][C:23]4[CH:28]=[CH:27][CH:26]=[CH:25][C:24]=4[C@@H:29]([CH2:39][CH3:40])[C:30]([O:32]CC[Si](C)(C)C)=[O:31])[CH:17]=[CH:18][CH:19]=3)=[N:9]2)=[CH:4][CH:3]=1.[N+](CCCC)(CCCC)(CCCC)CCCC.[F-]>C1COCC1>[Cl:1][C:2]1[CH:11]=[C:10]2[C:5]([CH:6]=[CH:7][C:8]([CH:12]=[CH:13][C:14]3[CH:15]=[C:16]([C@@H:20]([S:41][CH2:42][CH2:43][CH2:44][C:45]([OH:48])([CH3:47])[CH3:46])[CH2:21][CH2:22][C:23]4[CH:28]=[CH:27][CH:26]=[CH:25][C:24]=4[C@@H:29]([CH2:39][CH3:40])[C:30]([OH:32])=[O:31])[CH:17]=[CH:18][CH:19]=3)=[N:9]2)=[CH:4][CH:3]=1 |f:1.2|. Reported procedure: To a solution of the ester of Step 8 (4.25 g, 60 mmol) in THF (43 mL) at r.t. was added the 1M nBu4NF solution (18 mL, 180 mmol). The solution was stirred at 50° C. for 1 h, and was then concentrated under vacuum to give a brown residue which was purified directly by flash chromatography. Elution was effected with 1:10 EtOAc:toluene containing 1% HOAc, followed by 1:5 EtOAc:toluene containing 1% HOAc to give the title compound as a yellow foam (3.6 g). Reactants: [Al+3], [H-], [H-], [H-], [H-], [Li+], CN(C)C=CC(=O)c1cc(N)cc2c1OCC2, [Na+], C1CCOC1, [OH-], O. Product: CN(C)CCC(=O)c1cc(N)cc2c1OCC2. RXN SMILES: [Al+3:19].[H-:18].[H-:21].[H-:22].[H-:23].[Li+:20].[NH2:1][c:2]1[cH:3][c:4]([C:11]([CH:12]=[CH:13][N:14]([CH3:15])[CH3:16])=[O:17])[c:5]2[c:6]([cH:10]1)[CH2:7][CH2:8][O:9]2.[Na+:26].[O:27]1[CH2:28][CH2:29][CH2:30][CH2:31]1.[OH-:25].[OH2:24]>>[NH2:1][c:2]1[cH:3][c:4]([C:11]([CH2:12][CH2:13][N:14]([CH3:15])[CH3:16])=[O:17])[c:5]2[c:6]([cH:10]1)[CH2:7][CH2:8][O:9]2. The reactants are CC(C)O, FC(F)Cl, [K+], [OH-], Oc1cccc(C=C2c3ccccc3CCc3ccccc32)c1. Yields the product FC(F)Oc1cccc(C=C2c3ccccc3CCc3ccccc32)c1. As a reaction SMILES: [CH:30]([OH:31])([CH3:32])[CH3:33].[Cl:26][CH:27]([F:28])[F:29].[K+:2].[OH-:1].[cH:3]1[cH:4][cH:5][cH:6][c:7]2[c:13]1[CH2:12][CH2:11][c:10]1[c:9]([cH:17][cH:16][cH:15][cH:14]1)[C:8]2=[CH:18][c:19]1[cH:20][c:21]([OH:25])[cH:22][cH:23][cH:24]1>>[cH:3]1[cH:4][cH:5][cH:6][c:7]2[c:13]1[CH2:12][CH2:11][c:10]1[c:9]([cH:17][cH:16][cH:15][cH:14]1)[C:8]2=[CH:18][c:19]1[cH:20][c:21]([O:25][CH:27]([F:28])[F:29])[cH:22][cH:23][cH:24]1. The reactants are FC(C(=C(F)F)F)(F)F (hexafluoropropylene), FC(=C(F)F)F (tetrafluoroethylene). Yields the product FC(=C(F)F)F.FC(C(=C(F)F)F)(F)F (Tetrafluoroethylene Hexafluoropropylene). Reaction SMILES: [F:1][C:2]([F:9])([F:8])[C:3]([F:7])=[C:4]([F:6])[F:5].[F:10][C:11]([F:15])=[C:12]([F:14])[F:13]>>[F:10][C:11]([F:15])=[C:12]([F:14])[F:13].[F:1][C:2]([F:9])([F:8])[C:3]([F:7])=[C:4]([F:6])[F:5] |f:2.3|. Procedure: A 400-mL pressure vessel was loaded with 100 mL of deionized water. The pressure vessel was then chilled and maintained around -20° C. while further loading with 5 mL of 0.06M HFPO dimer peroxide in octafluoro-1,4-dithiane, pulling the air off with a vacuum pump, adding 240 g of hexafluoropropylene, and finally adding 50 g of tetrafluoroethylene. Polymerization was carried out at ~35° C. with pressure dropping from 118 to 102 psi over about 4 to 5 hours. The product was washed two times with 200... Starting materials: C(\C=C\CCCCCCCCC)O (E-2-dodecen-1-ol), 4a, C(C)(C)(C)OO (tert-butyhydroperoxide), C(C)(C)CC(C)(C)C (isooctane), L(+)diisopropyl tartrate. The reagents and catalysts are CC(C)O[Ti](OC(C)C)(OC(C)C)OC(C)C (Ti(OiPr)4). The solvent is C(Cl)Cl (CH2Cl2), C(Cl)Cl (CH2Cl2). Reaction conditions: temperature -20 celsius, time 15 minute. The product is C(CCCCCCCC)[C@H]1[C@@H](O1)CO ((2S-trans)-3-Nonyloxirane methanol). Reaction SMILES: C([O:5]O)(C)(C)C.C(CC(C)(C)C)(C)C.[CH2:15]([OH:27])/[CH:16]=[CH:17]/[CH2:18][CH2:19][CH2:20][CH2:21][CH2:22][CH2:23][CH2:24][CH2:25][CH3:26]>C(Cl)Cl.CC(O[Ti](OC(C)C)(OC(C)C)OC(C)C)C>[CH2:18]([C@@H:17]1[O:5][C@H:16]1[CH2:15][OH:27])[CH2:19][CH2:20][CH2:21][CH2:22][CH2:23][CH2:24][CH2:25][CH3:26]. Reported procedure: A suspension of 1.00 g of 4a powdered molecular sieves in 50 ml of dry CH2Cl2 was cooled to 0.° C. under argon. To the cooled suspension was added 308 mg (1.09 mmole) of Ti(OiPr)4 and 356 mg (1.52 mmole) of L(+)diisopropyl tartrate via syringe. The mixture was stirred for 15 min and cooled to -20° C. A solution of tert-butyhydroperoxide in isooctane (3.8M, 4.30 ml, 16.4 mmole) was added slowly to the mixture and the catalyst was allowed to "age" for 30 min at -20° C. A solution fo 2.00 g (10.9 m...